From a dataset of the Open Reaction Database (ORD), a public repository of structured organic reaction records. describe an organic reaction: reactants, conditions, products, and yield Reported procedure: 139 mg of 7-[5-(3,5-dimethylisoxazol-4-yl)methoxyimino-2-methyl-8-(2-methylbutyryloxy)-3-oxo-1,2,3,5,6,7,8,8a-octahydro-1-naphthyl]-3-hydroxy-5-oxoheptanoic acid (prepared as described in Example 11b) were dissolved in 2.7 ml of a 1:1 by volume mixture of dioxane and water. 2.35 ml of a 0.1N aqueous solution of sodium hydroxide were added dropwise over a period of minutes at 0° C. to the solution, which was then stirred for 1 hour at room temperature. At the end of this time, the solution was fr... As a reaction SMILES: [CH3:1][C:2]1[C:6]([CH2:7][O:8][N:9]=[C:10]2[CH2:19][CH2:18][CH:17]([O:20][C:21](=[O:26])[CH:22]([CH3:25])[CH2:23][CH3:24])[CH:16]3[C:11]2=[CH:12][C:13](=[O:39])[CH:14]([CH3:38])[CH:15]3[CH2:27][CH2:28][C:29](=[O:37])[CH2:30][CH:31]([OH:36])[CH2:32][C:33]([OH:35])=[O:34])=[C:5]([CH3:40])[O:4][N:3]=1.[OH-].[Na+:42]>O1CCOCC1.O>[CH3:1][C:2]1[C:6]([CH2:7][O:8][N:9]=[C:10]2[CH2:19][CH2:18][CH:17]([O:20][C:21](=[O:26])[CH:22]([CH3:25])[CH2:23][CH3:24])[CH:16]3[C:11]2=[CH:12][C:13](=[O:39])[CH:14]([CH3:38])[CH:15]3[CH2:27][CH2:28][C:29](=[O:37])[CH2:30][CH:31]([OH:36])[CH2:32][C:33]([O-:35])=[O:34])=[C:5]([CH3:40])[O:4][N:3]=1.[Na+:42] |f:1.2,5.6|. Reactants: aqueous solution, [OH-].[Na+] (sodium hydroxide), CC1=NOC(=C1CON=C1C2=CC(C(C(C2C(CC1)OC(C(CC)C)=O)CCC(CC(CC(=O)O)O)=O)C)=O)C (7-[5-(3,5-Dimethylisoxazol-4-yl)methoxyimino-2-methyl-8-(2-methylbutyryloxy)-3-oxo-1,2,3,5,6,7,8,8a-octahydro-1-naphthyl]-3-hydroxy-5-oxoheptanoic acid). Yields the product CC1=NOC(=C1CON=C1C2=CC(C(C(C2C(CC1)OC(C(CC)C)=O)CCC(CC(CC(=O)[O-])O)=O)C)=O)C.[Na+] (Sodium 7-[5-(3,5-dimethylisoxazol-4-yl)methoxyimino-2-methyl-8-(2-methylbutyryloxy)-3-oxo-1,2,3,5,6,7,8,8a-octahydro-1-naphthyl]-3-hydroxy-5-oxoheptanoate). Run in O1CCOCC1 (dioxane), O (water). Reaction conditions: time 1 hour. The reactants are C(=O)(O)[O-].[Na+] (NaHCO3), B(F)(F)F.CCOCC (boron trifluoride etherate), C1(=CC=CC=C1)C1=N[C@H]2C(N[C@H]2O1)=O ((1R, 5S)-3-phenyl-4-oxa-2,6-diazabicyclo[3.2.0]hept-2-en-7-one), OCC(CC(=O)OC(C)(C)C)=O (tert.-butyl 4-hydroxyacetoacetate). The solvent is O1CCCC1 (tetrahydrofuran). Conditions: time 0.5 hour. Product: C(C1=CC=CC=C1)(=O)N[C@H]1C(N[C@@H]1OCC(CC(=O)OC(C)(C)C)=O)=O (tert.-butyl 4-[3(R)-benzoylamino-2-azetidinon-4(R)-yloxy]acetoacetate). Yield: 31.0%. RXN SMILES: B(F)(F)F.CCOCC.[C:10]1([C:16]2[O:22][C@H:21]3[C@H:18]([C:19](=[O:23])[NH:20]3)[N:17]=2)[CH:15]=[CH:14][CH:13]=[CH:12][CH:11]=1.[OH:24][CH2:25][C:26](=[O:35])[CH2:27][C:28]([O:30][C:31]([CH3:34])([CH3:33])[CH3:32])=[O:29].C([O-])(O)=O.[Na+]>O1CCCC1>[C:16]([NH:17][C@@H:18]1[C@@H:21]([O:24][CH2:25][C:26](=[O:35])[CH2:27][C:28]([O:30][C:31]([CH3:32])([CH3:34])[CH3:33])=[O:29])[NH:20][C:19]1=[O:23])(=[O:22])[C:10]1[CH:11]=[CH:12][CH:13]=[CH:14][CH:15]=1 |f:0.1,4.5|. Procedure details: 30 ul of boron trifluoride etherate were added to a suspension of 216 mg (1.15 mmols) of (1R, 5S)-3-phenyl-4-oxa-2,6-diazabicyclo[3.2.0]hept-2-en-7-one and 400 mg (2.3 mmols) of freshly prepared tert.-butyl 4-hydroxyacetoacetate in 4 ml of anhydrous tetrahydrofuran at room temperature. After a short time a clear, light yellow solution formed, which was stirred for 0.5 hour at room temperature. It was then poured into dilute NaHCO3 solution. The mixture was extracted with methylene chloride, wash... Starting materials: [I-].[Na+] (sodium iodide), C(#N)C(CCCO)(C1=CC=CC=C1)C1=CC=CC=C1 (4-cyano-4,4-diphenylbutan-1-ol), N1=CC=CC=C1 (pyridine), C1(=CC=C(C=C1)S(=O)(=O)Cl)C (p-toluenesulfonyl chloride). Reagents/catalysts: CN(C1=CC=NC=C1)C (4-dimethylaminopyridine). Solvent: C(C)(=O)OCC (ethyl acetate), C(C)#N (acetonitrile). Conditions: time 2 hour. Yields the product C(#N)C(CCCI)(C1=CC=CC=C1)C1=CC=CC=C1 (4-Cyano-4,4-diphenyl iodobutane). Yield: 41.4%. RXN SMILES: [C:1]([C:3]([C:14]1[CH:19]=[CH:18][CH:17]=[CH:16][CH:15]=1)([C:8]1[CH:13]=[CH:12][CH:11]=[CH:10][CH:9]=1)[CH2:4][CH2:5][CH2:6]O)#[N:2].N1C=CC=CC=1.C1(C)C=CC(S(Cl)(=O)=O)=CC=1.[I-:37].[Na+]>C(#N)C.CN(C)C1C=CN=CC=1.C(OCC)(=O)C>[C:1]([C:3]([C:14]1[CH:19]=[CH:18][CH:17]=[CH:16][CH:15]=1)([C:8]1[CH:13]=[CH:12][CH:11]=[CH:10][CH:9]=1)[CH2:4][CH2:5][CH2:6][I:37])#[N:2] |f:3.4|. Procedure details: To a solution of 4-cyano-4,4-diphenylbutan-1-ol (2.2 g, 8.7 mmol.) and pyridine (2.69 ml, 33 mmol.) in acetonitrile (20 ml) was added p-toluenesulfonyl chloride (1.66 g, 8.7 mmol.). To the mixture was added 4-dimethylaminopyridine (a catalytic amount), and the mixture was stirred for two hours at room temperature. To the reaction mixture was added ethyl acetate, which was washed with a 1N HCl and a saturated aqueous saline solution, and, then, dried over anhydrous sodium sulfate. The solvent was... The reactants are FC=1C=CC2=C(C(CO2)=O)C1 (5-fluoro-benzofuran -3-one), C(C)OC(=O)N1CCNCC1 (ethyl-1-piperizine carboxylate). The reagents and catalysts are Cl[Ti](Cl)(Cl)Cl (TiCl4). Run in C(Cl)Cl (methylene chloride). The product is C(C)OC(=O)N1CCN(CC1)C1=COC2=C1C=C(C=C2)F (4-(5-fluorobenzofuran-3-yl)-piperazine-1-carboxylic acid ethyl ester). As a reaction SMILES: [F:1][C:2]1[CH:3]=[CH:4][C:5]2[O:9][CH2:8][C:7](=O)[C:6]=2[CH:11]=1.[CH2:12]([O:14][C:15]([N:17]1[CH2:22][CH2:21][NH:20][CH2:19][CH2:18]1)=[O:16])[CH3:13]>C(Cl)Cl.Cl[Ti](Cl)(Cl)Cl>[CH2:12]([O:14][C:15]([N:17]1[CH2:18][CH2:19][N:20]([C:7]2[C:6]3[CH:11]=[C:2]([F:1])[CH:3]=[CH:4][C:5]=3[O:9][CH:8]=2)[CH2:21][CH2:22]1)=[O:16])[CH3:13]. Reported procedure: To a stirred solution of TiCl4 (1M solution in CH2Cl2, 7 ml) and 5-fluoro-benzofuran -3-one (Cagniant, et al., Comptus Rendus des Seances Acad. de Sci., Ser. C, 282:993 (1976), 3.0 g) (3.0 g, 19.7 mmol) in methylene chloride (200 ml) at −10° C., ethyl-1-piperizine carboxylate (commercially available) (3.9 g, 35 mmol) was slowly added. After the addition, the reaction mixture was warmed to room temperature and slowly refluxed for 24 hours. After cooling to room temperature, the reaction was quenc...